This data is from the Open Reaction Database (ORD), a public repository of structured organic reaction records. The task is: describe an organic reaction: reactants, conditions, products, and yield The solvent is CO (MeOH). The reactants are intermediate 40C, C(C)(C)(C)OC(CCN(CC(=O)OC)C1=CC(=C(C=C1)C(F)(F)F)Cl)=O (3-[(3-chloro-4-trifluoromethyl-phenyl)-methoxycarbonylmethyl-amino]-propionic acid tert-butyl ester), [Li+].[BH4-] (LiBH4). Yields the product C(C)(C)(C)OC(CCN(CCO)C1=CC(=C(C=C1)C(F)(F)F)Cl)=O (3-[(3-Chloro-4-trifluoromethyl-phenyl)-(2-hydroxy-ethyl)-amino]-propionic acid tert-butyl ester). The yield is 84.0%. Reported procedure: In analogy to the procedure described for intermediate 40C, 3-[(3-chloro-4-trifluoromethyl-phenyl)-methoxycarbonylmethyl-amino]-propionic acid tert-butyl ester and LiBH4 (2 M in THF)/MeOH gave the title compound in 84% yield as yellow oil. MS: 368.12 (MH+, Cl). As a reaction SMILES: [C:1]([O:5][C:6](=[O:26])[CH2:7][CH2:8][N:9]([C:15]1[CH:20]=[CH:19][C:18]([C:21]([F:24])([F:23])[F:22])=[C:17]([Cl:25])[CH:16]=1)[CH2:10][C:11](OC)=[O:12])([CH3:4])([CH3:3])[CH3:2].[Li+].[BH4-]>CO>[C:1]([O:5][C:6](=[O:26])[CH2:7][CH2:8][N:9]([C:15]1[CH:20]=[CH:19][C:18]([C:21]([F:23])([F:24])[F:22])=[C:17]([Cl:25])[CH:16]=1)[CH2:10][CH2:11][OH:12])([CH3:4])([CH3:2])[CH3:3] |f:1.2|.